From a dataset of the Open Reaction Database (ORD), a public repository of structured organic reaction records. describe an organic reaction: reactants, conditions, products, and yield Reaction SMILES: [CH3:1][O:2][C:3]1[C:20]2[C:19]3[CH2:18][CH2:17][C@@:15]4([CH3:16])[C:11](=[CH:12][CH2:13][C:14]4=[O:21])[C:10]=3[CH2:9][CH2:8][C:7]=2[CH:6]=[C:5]([O:22][CH3:23])[CH:4]=1>[Pd].C([O-])([O-])=O.[Ca+2].C1COCC1>[CH3:1][O:2][C:3]1[C:20]2[C@@H:19]3[C@@H:10]([C@H:11]4[C@@:15]([CH2:17][CH2:18]3)([CH3:16])[C:14](=[O:21])[CH2:13][CH2:12]4)[CH2:9][CH2:8][C:7]=2[CH:6]=[C:5]([O:22][CH3:23])[CH:4]=1 |f:1.2.3|. Reported procedure: In the presence of 0.15 g. of palladium/CaCO3 (5%), 0.3 g. of rac.-1,3-dimethoxy-1,3,5(10),8,14-estrapentaen-17-one in 50 ml. of THF is hydrogenated within 17 hours at room temperature and under a hydrogen pressure of 50 atmosphere gauge. Then, the mixture is filtered off from the catalyst, the filtrate is concentrated by evaporation, and the residue is recrystallized from isopropyl ether, thus obtaining 40 mg. of final product, m.p. 158°-160°C. Yields the product COC1=CC(=CC=2CC[C@@H]3[C@@H]4CCC([C@@]4(C)CC[C@@H]3C12)=O)OC (rac.-1,3-Dimethoxy-8α-estra-1,3,5(10)-trien-17-one). The reagents and catalysts are [Pd].C(=O)([O-])[O-].[Ca+2] (palladium CaCO3). The reactants are COC1=CC(=CC=2CCC=3C4=CCC([C@@]4(C)CCC3C12)=O)OC (rac.-1,3-dimethoxy-1,3,5(10),8,14-estrapentaen-17-one). Solvent: C1CCOC1 (THF).